This data is from the Open Reaction Database (ORD), a public repository of structured organic reaction records. The task is: describe an organic reaction: reactants, conditions, products, and yield Reagents/catalysts: [Pd].C1(=CC=CC=C1)P(C1=CC=CC=C1)C1=CC=CC=C1.C1(=CC=CC=C1)P(C1=CC=CC=C1)C1=CC=CC=C1.C1(=CC=CC=C1)P(C1=CC=CC=C1)C1=CC=CC=C1.C1(=CC=CC=C1)P(C1=CC=CC=C1)C1=CC=CC=C1 (tetrakis(triphenylphosphine) palladium). The solvent is CN(C(C)=O)C (N,N-dimethyl acetamide). As a reaction SMILES: Cl[C:2]1[C:7]([N:8]([CH3:21])[C:9](=[O:20])[C:10]2[CH:15]=[CH:14][CH:13]=[CH:12][C:11]=2[C:16]([F:19])([F:18])[F:17])=[CH:6][CH:5]=[CH:4][N:3]=1.C(=O)([O-])[O-].[Na+].[Na+]>[Pd].C1(P(C2C=CC=CC=2)C2C=CC=CC=2)C=CC=CC=1.C1(P(C2C=CC=CC=2)C2C=CC=CC=2)C=CC=CC=1.C1(P(C2C=CC=CC=2)C2C=CC=CC=2)C=CC=CC=1.C1(P(C2C=CC=CC=2)C2C=CC=CC=2)C=CC=CC=1.CN(C)C(=O)C>[CH3:21][N:8]1[C:7]2[C:2](=[N:3][CH:4]=[CH:5][CH:6]=2)[C:15]2[CH:14]=[CH:13][CH:12]=[C:11]([C:16]([F:19])([F:18])[F:17])[C:10]=2[C:9]1=[O:20] |f:1.2.3,4.5.6.7.8|. Isolated yield 94.0%. Product: CN1C(C2=C(C3=NC=CC=C13)C=CC=C2C(F)(F)F)=O (5-methyl-7-trifluoromethyl-5H-benzo[c][1,5]naphthyridin-6-one). Starting materials: ClC1=NC=CC=C1N(C(C1=C(C=CC=C1)C(F)(F)F)=O)C (N-(2-chloro-pyridin-3-yl)-N-methyl-2-trifluoromethyl-benzamide), C([O-])([O-])=O.[Na+].[Na+] (sodium carbonate). Reported procedure: 4.5 g N-(2-chloro-pyridin-3-yl)-N-methyl-2-trifluoromethyl-benzamide (14.3 mmol), 2.2 g tetrakis(triphenylphosphine) palladium (Pd(PPh3)4) (1.4 mmol), 9.7 g sodium carbonate (Na2CO3) (71.5 mmol), and 50 mL N,N-dimethyl acetamide (DMA) were added in a flask and reacted for 18 hr under nitrogen. After cooling to room temperature, the reaction was quenched by water. After filtration, concentration, and purification by column, 3.73 light yellow solid was obtained, with a yield of 94%. Starting materials: BrCC(=O)C1=C(C=C(C=C1C)OC1=CC=C(C=C1)OC)C (2-bromo-1-(4-(4-methoxyphenoxy)-2,6-dimethylphenyl)ethanone), NC(=S)N (thiourea). The solvent is CCO (EtOH). The product is COC1=CC=C(OC2=CC(=C(C(=C2)C)C=2N=C(SC2)N)C)C=C1 (4-(4-(4-methoxyphenoxy)-2,6-dimethylphenyl)thiazol-2-amine). Yield: 67.8%. RXN SMILES: Br[CH2:2][C:3]([C:5]1[C:10]([CH3:11])=[CH:9][C:8]([O:12][C:13]2[CH:18]=[CH:17][C:16]([O:19][CH3:20])=[CH:15][CH:14]=2)=[CH:7][C:6]=1[CH3:21])=O.[NH2:22][C:23]([NH2:25])=[S:24]>CCO>[CH3:20][O:19][C:16]1[CH:17]=[CH:18][C:13]([O:12][C:8]2[CH:9]=[C:10]([CH3:11])[C:5]([C:3]3[N:22]=[C:23]([NH2:25])[S:24][CH:2]=3)=[C:6]([CH3:21])[CH:7]=2)=[CH:14][CH:15]=1. Procedure details: A mixture of 2-bromo-1-(4-(4-methoxyphenoxy)-2,6-dimethylphenyl)ethanone (4.90 g, 14.0 mmol) and thiourea (1.07 g, 14.1 mmol) in 95% EtOH (20.0 mL) was heated at reflux for 100 min. The solution was concentrated and added with water (100 mL) and saturated aqueous Na2CO3 (5.0 mL). The resultant precipitate was filtered and recrystallized in toluene. The solids were filtered and dried under vacuum to give 4-(4-(4-methoxyphenoxy)-2,6-dimethylphenyl)thiazol-2-amine (3.10 g) as yellow solids in 68% y... Procedure details: 1,4-Dichlorobutene (750 g; 5 mol) was added to a stirred suspension of 4-cyanophenol (119.12 g; 1 mol) and K2CO3 (345 g; 2.5 mol) in MeCN (1000 mL) and the reaction mixture was refluxed for 4 h. The reaction mixture was filtered and concentrated. The residue was dissolved in di-iso-propyl ether (2000 mL) and after 24 h the precipitate was filtered off. The filtrate was concentrated giving the sub-title compound as a yellow oil which solidified upon standing (186 g; 0.89 mol). Product: C(#N)C1=CC=C(OCC=CCCl)C=C1 (4-(4-Cyanophenoxy)-1-chloro-2-butene). Starting materials: ClC=CCCCl (1,4-Dichlorobutene), C(#N)C1=CC=C(C=C1)O (4-cyanophenol), C(=O)([O-])[O-].[K+].[K+] (K2CO3). Reaction SMILES: [Cl:1][CH:2]=[CH:3][CH2:4][CH2:5]Cl.[C:7]([C:9]1[CH:14]=[CH:13][C:12]([OH:15])=[CH:11][CH:10]=1)#[N:8].C([O-])([O-])=O.[K+].[K+]>CC#N>[C:7]([C:9]1[CH:14]=[CH:13][C:12]([O:15][CH2:5][CH:4]=[CH:3][CH2:2][Cl:1])=[CH:11][CH:10]=1)#[N:8] |f:2.3.4|. Run in CC#N (MeCN). The reactants are O=C([O-])[O-], Cc1c(C(=O)NNC(C)(C)C)ccc2c1OC(C(O[SiH](C)C)C(C)(C)C)CO2, Cc1cc(C)cc(C(=O)Cl)c1, CCOC(C)=O, [K+], [K+]. Yields the product Cc1cc(C)cc(C(=O)N(NC(=O)c2ccc3c(c2C)OC(C(O[SiH](C)C)C(C)(C)C)CO3)C(C)(C)C)c1. Reaction SMILES: [C:1](=[O:2])([O-:3])[O-:4].[C:7]([CH3:8])([CH3:9])([CH3:10])[NH:11][NH:12][C:13](=[O:14])[c:15]1[c:16]([CH3:34])[c:17]2[c:18]([cH:32][cH:33]1)[O:19][CH2:20][CH:21]([CH:23]([O:24][SiH:25]([CH3:26])[CH3:27])[C:28]([CH3:29])([CH3:30])[CH3:31])[O:22]2.[CH3:35][c:36]1[cH:37][c:38]([C:39](=[O:40])[Cl:41])[cH:42][c:43]([CH3:45])[cH:44]1.[CH3:46][CH2:47][O:48][C:49](=[O:50])[CH3:51].[K+:5].[K+:6]>>[C:7]([CH3:8])([CH3:9])([CH3:10])[N:11]([NH:12][C:13](=[O:14])[c:15]1[c:16]([CH3:34])[c:17]2[c:18]([cH:32][cH:33]1)[O:19][CH2:20][CH:21]([CH:23]([O:24][SiH:25]([CH3:26])[CH3:27])[C:28]([CH3:29])([CH3:30])[CH3:31])[O:22]2)[C:39]([c:38]1[cH:37][c:36]([CH3:35])[cH:44][c:43]([CH3:45])[cH:42]1)=[O:40].